From a dataset of the Open Reaction Database (ORD), a public repository of structured organic reaction records. describe an organic reaction: reactants, conditions, products, and yield Reactants: COC(=O)c1ccc(CCCC=O)cc1, CC(=O)O, N#CCC#N, O, c1ccccc1. The product is COC(=O)c1ccc(CCCCC(C#N)C#N)cc1. RXN SMILES: [C:1](=[O:2])([O:3][CH3:4])[c:5]1[cH:6][cH:7][c:8]([CH2:11][CH2:12][CH2:13][CH:14]=[O:15])[cH:9][cH:10]1.[CH3:21][C:22](=[O:23])[OH:24].[N:16]#[C:17][CH2:18][C:19]#[N:20].[OH2:31].[cH:25]1[cH:26][cH:27][cH:28][cH:29][cH:30]1>>[C:1](=[O:2])([O:3][CH3:4])[c:5]1[cH:6][cH:7][c:8]([CH2:11][CH2:12][CH2:13][CH2:14][CH:18]([C:17]#[N:16])[C:19]#[N:20])[cH:9][cH:10]1. Reactants: Cl.NC(C(=O)O)C1=CC(=C(C=C1)O)CCl ((-)-α-amino-3-(chloromethyl)-4-hydroxybenzeneacetic acid hydrochloride), C([O-])(O)=O.[Na+] (sodium bicarbonate). The solvent is O (water). Reaction conditions: time 8 hour. Product: NC(C(=O)O)C1=CC(=C(C=C1)O)CO ((-)-α-Amino-4-hydroxy-3-(hydroxymethyl)benzeneacetic acid). Reaction SMILES: Cl.[NH2:2][CH:3]([C:7]1[CH:12]=[CH:11][C:10]([OH:13])=[C:9]([CH2:14]Cl)[CH:8]=1)[C:4]([OH:6])=[O:5].C(=O)(O)[O-:17].[Na+]>O>[NH2:2][CH:3]([C:7]1[CH:12]=[CH:11][C:10]([OH:13])=[C:9]([CH2:14][OH:17])[CH:8]=1)[C:4]([OH:6])=[O:5] |f:0.1,2.3|. Procedure: To a solution of (-)-α-amino-3-(chloromethyl)-4-hydroxybenzeneacetic acid hydrochloride in water is added saturated aqueous sodium bicarbonate until a pH of 7 is reached. The solution is stirred overnight and is then lyophilized to give a quantitative yield of the title compound, combined with 2 equivalents of sodium chloride. Reaction SMILES: [C:1]([CH:4]([O:6][C:7]1[N:11]=[CH:10][N:9]([C:12]2[CH:17]=[CH:16][CH:15]=[C:14]([C:18]([F:21])([F:20])[F:19])[CH:13]=2)[N:8]=1)[CH3:5])([OH:3])=[O:2].S(Cl)(Cl)=O.[C:26]1(C)C=CC=CC=1>>[CH3:26][O:2][C:1]([CH:4]([O:6][C:7]1[N:11]=[CH:10][N:9]([C:12]2[CH:17]=[CH:16][CH:15]=[C:14]([C:18]([F:21])([F:19])[F:20])[CH:13]=2)[N:8]=1)[CH3:5])=[O:3]. Procedure: A 2.5 g portion of the compound of Example 24 was added to 50 ml of toluene, and 3 ml of thionyl chloride was added to the mixture. It was heated under reflux for 2 hours, and was then cooled and evaporated under vacuum. Fifty ml of toluene was added to the residue and was removed under vacuum, and the residue was then taken up in methanol and heated under reflux for 3 hours. The solvent was then removed under vacuum, and the residue was recrystallized from methanol to obtain 2.0 g of the desire... Reactants: C(=O)(O)C(C)OC1=NN(C=N1)C1=CC(=CC=C1)C(F)(F)F (3-(1-carboxyethoxy)-1-(3-trifluoromethylphenyl)-1,2,4-1H-triazole), S(=O)(Cl)Cl (thionyl chloride), C1(=CC=CC=C1)C (toluene). Yields the product COC(=O)C(C)OC1=NN(C=N1)C1=CC(=CC=C1)C(F)(F)F (3-(1-methoxycarbonylethoxy)-1-(3-trifluoromethylphenyl)-1,2,4-1H-triazole). The reactants are Cl.NN1C(=NN=C1C)NN (4-amino-3-hydrazino-5-methyl-1,2,4-triazole hydrochloride), ClC1=C(C=O)C(=CC=C1)Cl (2,6-dichlorobenzaldehyde), Cl (hydrochloric acid). Solvent: C(C)O (ethanol). Product: Cl.NN1C(=NN=C1C)NN=CC1=C(C=CC=C1Cl)Cl (4-Amino-3-(2,6-dichlorobenzylidenehydrazino)-5-methyl-1,2,4-triazole hydrochloride). As a reaction SMILES: Cl.[NH2:2][N:3]1[C:7]([CH3:8])=[N:6][N:5]=[C:4]1[NH:9][NH2:10].[Cl:11][C:12]1[CH:19]=[CH:18][CH:17]=[C:16]([Cl:20])[C:13]=1[CH:14]=O.Cl>C(O)C>[ClH:11].[NH2:2][N:3]1[C:7]([CH3:8])=[N:6][N:5]=[C:4]1[NH:9][N:10]=[CH:14][C:13]1[C:12]([Cl:11])=[CH:19][CH:18]=[CH:17][C:16]=1[Cl:20] |f:0.1,5.6|. Reported procedure: To a solution of 5.25 g (0.032 mole) of 4-amino-3-hydrazino-5-methyl-1,2,4-triazole hydrochloride in 100 ml of 75 percent ethanol was added 5.6 g (0.032 mole) of 2,6-dichlorobenzaldehyde and 0.5 ml of concentrated hydrochloric acid. The mixture was stirred and heated at reflux for 16 hours. After cooling, the precipitate was collected and washed with chilled ethanol and ether. Yield: 7.0 g, m.p. 244°-245° (D). Starting materials: CCOC(=O)CCCOc1ccc2c(CC(N)=O)c(C)n(Cc3ccccc3)c2c1, CCO, [Na+], [OH-], O. Yields the product Cc1c(CC(N)=O)c2ccc(OCCCC(=O)O)cc2n1Cc1ccccc1. Reaction SMILES: [CH2:1]([CH3:2])[O:3][C:4]([CH2:5][CH2:6][CH2:7][O:8][c:9]1[cH:10][cH:11][c:12]2[c:13]([CH2:26][C:27](=[O:28])[NH2:29])[c:14]([CH3:25])[n:15]([CH2:18][c:19]3[cH:20][cH:21][cH:22][cH:23][cH:24]3)[c:16]2[cH:17]1)=[O:30].[CH3:33][CH2:34][OH:35].[Na+:32].[OH-:31].[OH2:36]>>[O:3]=[C:4]([CH2:5][CH2:6][CH2:7][O:8][c:9]1[cH:10][cH:11][c:12]2[c:13]([CH2:26][C:27](=[O:28])[NH2:29])[c:14]([CH3:25])[n:15]([CH2:18][c:19]3[cH:20][cH:21][cH:22][cH:23][cH:24]3)[c:16]2[cH:17]1)[OH:30]. Starting materials: OC1CCC2(c3ccc(Cl)c(Cl)c3)CC12, ClCCl, O, c1ccncc1. Yields the product O=C1CCC2(c3ccc(Cl)c(Cl)c3)CC12. RXN SMILES: [Cl:1][c:2]1[cH:3][c:4]([C:9]23[CH2:10][CH2:11][CH:12]([OH:15])[CH:13]2[CH2:14]3)[cH:5][cH:6][c:7]1[Cl:8].[Cl:23][CH2:24][Cl:25].[OH2:22].[cH:16]1[cH:17][cH:18][n:19][cH:20][cH:21]1>>[Cl:1][c:2]1[cH:3][c:4]([C:9]23[CH2:10][CH2:11][C:12](=[O:15])[CH:13]2[CH2:14]3)[cH:5][cH:6][c:7]1[Cl:8]. The reactants are COc1cc(N)c(F)cc1Br, O=C1OC(=O)C2=C1CCCC2, CC(=O)O, O. Product: COc1cc(N2C(=O)C3=C(CCCC3)C2=O)c(F)cc1Br. As a reaction SMILES: [Br:1][c:2]1[cH:3][c:4]([F:11])[c:5]([NH2:6])[cH:7][c:8]1[O:9][CH3:10].[C:12]1(=[O:22])[C:13]2=[C:14]([C:15](=[O:16])[O:17]1)[CH2:18][CH2:19][CH2:20][CH2:21]2.[CH3:24][C:25](=[O:26])[OH:27].[OH2:23]>>[Br:1][c:2]1[cH:3][c:4]([F:11])[c:5]([N:6]2[C:12](=[O:17])[C:13]3=[C:14]([C:15]2=[O:16])[CH2:18][CH2:19][CH2:20][CH2:21]3)[cH:7][c:8]1[O:9][CH3:10]. Yields the product CN(S(=O)(=O)C1=CC=CC=C1)C1=CC(=CC=C1)[N+](=O)[O-] (N-methyl-N-(3-nitrophenyl)benzenesulfonamide). Reactants: suspension, [H-].[Na+] (NaH), [N+](=O)([O-])C=1C=C(C=CC1)NS(=O)(=O)C1=CC=CC=C1 (N-(3-nitrophenyl)benzenesulfonamide), IC (iodomethane). Run in CN(C)C=O (DMF). Procedure details: A 60% suspension of NaH (0.47 g, 11.75 mmol) was added to a solution of N-(3-nitrophenyl)benzenesulfonamide (2.56 g, 9.20 mmol) and iodomethane (2.61 g, 18.4 mmol) in DMF (50 mL) at room temperature. The yellow solution changed to a bright brown color. After 1.5 h at room temperature, the reaction mixture was quenched with careful addition of water (100 mL) and extracted with EtOAc (2×50 mL). The combined extracts were washed with saturated NH4Cl, brine, dried (MgSO4) and concentrated to give N-... Isolated yield 114.9%. Reaction conditions: time 1.5 hour. RXN SMILES: [H-].[Na+].[N+:3]([C:6]1[CH:7]=[C:8]([NH:12][S:13]([C:16]2[CH:21]=[CH:20][CH:19]=[CH:18][CH:17]=2)(=[O:15])=[O:14])[CH:9]=[CH:10][CH:11]=1)([O-:5])=[O:4].I[CH3:23]>CN(C=O)C>[CH3:23][N:12]([C:8]1[CH:9]=[CH:10][CH:11]=[C:6]([N+:3]([O-:5])=[O:4])[CH:7]=1)[S:13]([C:16]1[CH:17]=[CH:18][CH:19]=[CH:20][CH:21]=1)(=[O:15])=[O:14] |f:0.1|.